From a dataset of the Open Reaction Database (ORD), a public repository of structured organic reaction records. describe an organic reaction: reactants, conditions, products, and yield Reactants: O=C(c1ncc[nH]1)c1ncc[nH]1, C1COCCN1, C1CCOC1, CC(C)Cn1ncc2cc(Oc3ccc(F)cc3)c(C(N)=O)cc21. Product: CC(C)Cn1ncc2cc(Oc3ccc(F)cc3)c(C(=O)N3CCOCC3)cc21. Reaction SMILES: [C:25]([c:26]1[nH:27][cH:28][cH:29][n:30]1)([c:31]1[nH:32][cH:33][cH:34][n:35]1)=[O:36].[CH2:37]1[CH2:38][O:39][CH2:40][CH2:41][NH:42]1.[CH2:43]1[O:44][CH2:45][CH2:46][CH2:47]1.[F:1][c:2]1[cH:3][cH:4][c:5]([O:6][c:7]2[cH:8][c:9]3[cH:10][n:11][n:12]([CH2:19][CH:20]([CH3:21])[CH3:22])[c:13]3[cH:14][c:15]2[C:16](=[O:17])[NH2:18])[cH:23][cH:24]1>>[F:1][c:2]1[cH:3][cH:4][c:5]([O:6][c:7]2[cH:8][c:9]3[cH:10][n:11][n:12]([CH2:19][CH:20]([CH3:21])[CH3:22])[c:13]3[cH:14][c:15]2[C:16](=[O:17])[N:18]2[CH2:37][CH2:38][O:39][CH2:40][CH2:41]2)[cH:23][cH:24]1.